From a dataset of the Open Reaction Database (ORD), a public repository of structured organic reaction records. describe an organic reaction: reactants, conditions, products, and yield Reactants: Brc1ncccn1, CC(C)(C)OC(=O)N1CCC(O)(c2ccc(Br)cc2)CC1, O=C([O-])[O-], CC(=O)[O-], CCOC(C)=O, CS(C)=O, [K+], [K+], [K+], O. The product is CC(C)(C)OC(=O)N1CCC(O)(c2ccc(-c3ncccn3)cc2)CC1. Reaction SMILES: [Br:33][c:34]1[n:35][cH:36][cH:37][cH:38][n:39]1.[C:1]([CH3:2])([CH3:3])([CH3:4])[O:5][C:6](=[O:7])[N:8]1[CH2:9][CH2:10][C:11]([OH:14])([c:15]2[cH:16][cH:17][c:18]([Br:21])[cH:19][cH:20]2)[CH2:12][CH2:13]1.[C:27](=[O:28])([O-:29])[O-:30].[CH3:23][C:24](=[O:25])[O-:26].[CH3:41][CH2:42][O:43][C:44](=[O:45])[CH3:46].[CH3:47][S:48]([CH3:49])=[O:50].[K+:22].[K+:31].[K+:32].[OH2:40]>>[C:1]([CH3:2])([CH3:3])([CH3:4])[O:5][C:6](=[O:7])[N:8]1[CH2:9][CH2:10][C:11]([OH:14])([c:15]2[cH:16][cH:17][c:18](-[c:34]3[n:35][cH:36][cH:37][cH:38][n:39]3)[cH:19][cH:20]2)[CH2:12][CH2:13]1. Starting materials: CC1=CC=C(C=C1)C#C (4-methylphenylacetylene), ClC1=C(CS)C=CC=C1 (2-chlorobenzyl mercaptan), [Na] (sodium). The product is CC1=CC=C(\C=C/C(C2=C(C=CC=C2)Cl)SC(C2=C(C=CC=C2)Cl)\C=C/C2=CC=C(C=C2)C)C=C1 ((Z)-4-methylstyryl 2-chlorobenzylsulfide). Reaction SMILES: [CH3:1][C:2]1[CH:7]=[CH:6][C:5]([C:8]#[CH:9])=[CH:4][CH:3]=1.[Cl:10][C:11]1[CH:18]=[CH:17][CH:16]=[CH:15][C:12]=1[CH2:13][SH:14].[Na]>>[CH3:1][C:2]1[CH:7]=[CH:6][C:5](/[CH:8]=[CH:9]\[CH:13]([S:14][CH:13](/[CH:9]=[CH:8]\[C:5]2[CH:6]=[CH:7][C:2]([CH3:1])=[CH:3][CH:4]=2)[C:12]2[CH:15]=[CH:16][CH:17]=[CH:18][C:11]=2[Cl:10])[C:12]2[CH:15]=[CH:16][CH:17]=[CH:18][C:11]=2[Cl:10])=[CH:4][CH:3]=1 |^1:18|. Procedure: A solution of 4-methylphenylacetylene (0.02 mol) and 2-chlorobenzyl mercaptan (0.02 mol) and metallic sodium (0.02 g atom) was subjected to Procedure 2 to form (Z)-4-methylstyryl 2-chlorobenzylsulfide. The title compound was obtained in 76% yield following oxidation. 1HNMR (CDC13) δ2.50 (3H, s), 4.58 (2H, s), 6.80 (1H, d, JH,H=11.88), 7.20-7.63 (9H aromatic+1H ethylenic). The reactants are C([O-])([O-])=O.[Na+].[Na+] (sodium carbonate), ClC1=NC(=NC(=N1)OC(C(F)(F)F)C1=CC=CC=C1)N (4-chloro-6-[2,2,2-trifluoro-1-phenyl-ethoxy]-[1,3,5]triazine-2-ylamine), B(O)(O)C1=CC=C(C[C@H](N)C(=O)O)C=C1 (4-borono-L-phenylalanine), C(C)#N (actonitrile). Reagents/catalysts: Cl[Pd]([P](C1=CC=CC=C1)(C2=CC=CC=C2)C3=CC=CC=C3)([P](C4=CC=CC=C4)(C5=CC=CC=C5)C6=CC=CC=C6)Cl (dichlorobis(triphenylphosphine)-palladium(II)). Solvent: O (water). Reaction conditions: temperature 150 celsius. Product: NC(C(=O)O)CC1=CC=C(C=C1)C1=NC(=NC(=N1)N)OC(C(F)(F)F)C1=CC=CC=C1 (2-amino-3-{4-[4-amino-6-(1-phenyl-2,2,2-trifluoro-ethoxy]-[1,3,5]triazin-2-yl]-phenyl)-propionic acid). Yield: 7.4%. Reaction SMILES: Cl[C:2]1[N:7]=[C:6]([O:8][CH:9]([C:14]2[CH:19]=[CH:18][CH:17]=[CH:16][CH:15]=2)[C:10]([F:13])([F:12])[F:11])[N:5]=[C:4]([NH2:20])[N:3]=1.B([C:24]1[CH:35]=[CH:34][C:27]([CH2:28][C@@H:29]([C:31]([OH:33])=[O:32])[NH2:30])=[CH:26][CH:25]=1)(O)O.C(#N)C.C(=O)([O-])[O-].[Na+].[Na+]>Cl[Pd](Cl)([P](C1C=CC=CC=1)(C1C=CC=CC=1)C1C=CC=CC=1)[P](C1C=CC=CC=1)(C1C=CC=CC=1)C1C=CC=CC=1.O>[NH2:30][CH:29]([CH2:28][C:27]1[CH:34]=[CH:35][C:24]([C:2]2[N:3]=[C:4]([NH2:20])[N:5]=[C:6]([O:8][CH:9]([C:14]3[CH:19]=[CH:18][CH:17]=[CH:16][CH:15]=3)[C:10]([F:13])([F:12])[F:11])[N:7]=2)=[CH:25][CH:26]=1)[C:31]([OH:33])=[O:32] |f:3.4.5,^1:47,66|. Procedure: A microwave vial was charged with 4-chloro-6-[2,2,2-trifluoro-1-phenyl-ethoxy]-[1,3,5]triazine-2-ylamine (33 mg, 0.1 mmol), 4-borono-L-phenylalanine (31 mg, 0.15 mmol), 1 ml of actonitrile, and 0.7 ml of water. Aqueous sodium carbonate (0.3 ml, 1M) was added to above solution followed by 5 mol percent dichlorobis(triphenylphosphine)-palladium(II). The reaction vessel was sealed and heated to 150° C. for 5 minutes by microwave. After cooling, the reaction mixture was evaporated to dryness. The re... Starting materials: [N+](=O)([O-])C1=CC=C(C(=O)O)C=C1 (4-nitrobenzoic acid), CCN(C(C)C)C(C)C (DIPEA), OC(=O)C(F)(F)F.NCC(=O)N1CCN(CC1)C(C1=C(C=CC=C1)C(F)(F)F)=O (2-amino-1-[4-(2-trifluoromethyl-benzoyl)-piperazin-1-yl]-ethanone TFA salt), C=1C=CC2=C(C1)N=NN2O (HOBT), CCN=C=NCCCN(C)C.Cl (EDCI.HCl). The solvent is O (water), CN(C)C=O (DMF). Reaction conditions: time 2 minute. The product is [N+](=O)([O-])C1=CC=C(C(=O)NCC(N2CCN(CC2)C(C2=C(C=CC=C2)C(F)(F)F)=O)=O)C=C1 (4-nitro-N-{2-oxo-2-[4-(2-trifluoromethyl-benzoyl)-piperazin-1-yl]-ethyl}-benzamide). Yield: 73.0%. As a reaction SMILES: CCN(C(C)C)C(C)C.OC(C(F)(F)F)=O.[NH2:17][CH2:18][C:19]([N:21]1[CH2:26][CH2:25][N:24]([C:27](=[O:38])[C:28]2[CH:33]=[CH:32][CH:31]=[CH:30][C:29]=2[C:34]([F:37])([F:36])[F:35])[CH2:23][CH2:22]1)=[O:20].C1C=CC2N(O)N=NC=2C=1.CCN=C=NCCCN(C)C.Cl.[N+:61]([C:64]1[CH:72]=[CH:71][C:67]([C:68](O)=[O:69])=[CH:66][CH:65]=1)([O-:63])=[O:62]>CN(C=O)C.O>[N+:61]([C:64]1[CH:65]=[CH:66][C:67]([C:68]([NH:17][CH2:18][C:19](=[O:20])[N:21]2[CH2:22][CH2:23][N:24]([C:27](=[O:38])[C:28]3[CH:33]=[CH:32][CH:31]=[CH:30][C:29]=3[C:34]([F:37])([F:35])[F:36])[CH2:25][CH2:26]2)=[O:69])=[CH:71][CH:72]=1)([O-:63])=[O:62] |f:1.2,4.5|. Reported procedure: DIPEA (47 mg, 0.36 mmol) was added to a stirred solution of 2-amino-1-[4-(2-trifluoromethyl-benzoyl)-piperazin-1-yl]-ethanone TFA salt (62 mg, 0.14 mmol) in DMF (1 mL). HOBT (19 mg, 0.14 mmol) and EDCI.HCl (28 mg, 0.14 mmol) were then added at room temperature. After 2 minutes, 4-nitrobenzoic acid (20 mg, 0.12 mmol) was added and the resulting mixture was stirred at room temperature for 4 hrs. Cold water (20 mL) was then added and the product was extracted with EtOAc and the organic layer was wa...